This data is from the Open Reaction Database (ORD), a public repository of structured organic reaction records. The task is: describe an organic reaction: reactants, conditions, products, and yield The reactants are C[Si](C)(C)I (trimethylsilyl iodide), S1C(=NC2=C1C=CC=C2)C2=C(OCP(OCC)(OCC)=O)C=CC=C2 (diethyl 2-(2-benzthiazolyl)phenoxymethylphosphonate), CO (methanol). The solvent is ClCCl (dichloromethane). Conditions: time 2 hour. The product is S1C(=NC2=C1C=CC=C2)C2=C(OCP(O)(O)=O)C=CC=C2 (2-(2-benzthiazolyl)phenoxymethylphosphonic acid). Isolated yield 76.3%. As a reaction SMILES: [S:1]1[C:5]2[CH:6]=[CH:7][CH:8]=[CH:9][C:4]=2[N:3]=[C:2]1[C:10]1[CH:25]=[CH:24][CH:23]=[CH:22][C:11]=1[O:12][CH2:13][P:14](=[O:21])([O:18]CC)[O:15]CC.C[Si](I)(C)C.CO>ClCCl>[S:1]1[C:5]2[CH:6]=[CH:7][CH:8]=[CH:9][C:4]=2[N:3]=[C:2]1[C:10]1[CH:25]=[CH:24][CH:23]=[CH:22][C:11]=1[O:12][CH2:13][P:14](=[O:15])([OH:21])[OH:18]. Procedure details: To a stirred solution of diethyl 2-(2-benzthiazolyl)phenoxymethylphosphonate (0.2 g, 0.53 mmol) dissolved in dry dichloromethane (2.7 ml) under an atmosphere of nitrogen was added trimethylsilyl iodide (0.31 ml). The red solution was stirred for 2 h then methanol (4.3 ml) was added. After 2 h the solvent was removed under reduced pressure and then water (3.5 ml) was added to the residue. The mixture was concentrated under reduced pressure. Water (2 ml) was added and the mixture was concentrated ... Starting materials: C(C)OC(=O)C1(N(C(CC1)=O)C=1C=NC(=CC1)OC1=CC=C(C=C1)CBr)C(=O)OCC (1-[6-(4-bromomethyl-phenoxy)-pyridin-3-yl]-5-oxo-pyrrolidine-2,2-dicarboxylic acid diethyl ester), N1N=CC=C1 (pyrazole), C([O-])([O-])=O.[K+].[K+] (potassium carbonate). Run in CN(C=O)C (dimethylformamide), O (water). Reaction conditions: temperature 50 celsius, time 24 hour. Product: C(C)OC(=O)C1(N(C(CC1)=O)C=1C=NC(=CC1)OC1=CC=C(C=C1)CN1N=CC=C1)C(=O)OCC (5-Oxo-1-[6-(4-pyrazol-1-ylmethyl-phenoxy)-pyridin-3-yl]-pyrrolidine-2,2-dicarboxylic acid diethyl ester). RXN SMILES: [CH2:1]([O:3][C:4]([C:6]1([C:27]([O:29][CH2:30][CH3:31])=[O:28])[CH2:10][CH2:9][C:8](=[O:11])[N:7]1[C:12]1[CH:13]=[N:14][C:15]([O:18][C:19]2[CH:24]=[CH:23][C:22]([CH2:25]Br)=[CH:21][CH:20]=2)=[CH:16][CH:17]=1)=[O:5])[CH3:2].[NH:32]1[CH:36]=[CH:35][CH:34]=[N:33]1.C(=O)([O-])[O-].[K+].[K+]>CN(C)C=O.O>[CH2:1]([O:3][C:4]([C:6]1([C:27]([O:29][CH2:30][CH3:31])=[O:28])[CH2:10][CH2:9][C:8](=[O:11])[N:7]1[C:12]1[CH:13]=[N:14][C:15]([O:18][C:19]2[CH:24]=[CH:23][C:22]([CH2:25][N:32]3[CH:36]=[CH:35][CH:34]=[N:33]3)=[CH:21][CH:20]=2)=[CH:16][CH:17]=1)=[O:5])[CH3:2] |f:2.3.4|. Reported procedure: To a solution of 1-[6-(4-bromomethyl-phenoxy)-pyridin-3-yl]-5-oxo-pyrrolidine-2,2-dicarboxylic acid diethyl ester (0.2 g, 0.4 mmol) in 0.8 mL of dimethylformamide was added pyrazole (0.056 g, 0.82 mmol) and potassium carbonate (0.11 g, 0.82 mmol). After stirring for 24 hours at 50° C., the mixture was diluted with water, extracted three times with ethyl acetate, and the combined organic phases were dried over sodium sulfate, filtered and concentrated in vacuo, affording the crude product as a co... The reactants are BrCC(=O)C1=CC=C(C=C1)S(=O)(=O)N(C=1SC=CN1)COC (4-(2-bromo-acetyl)-N-methoxymethyl-N-thiazol-2-yl-benzenesulfonamide), ClC1=C(C(=CC=C1)Cl)CC(=N)N (2-(2,6-dichloro-phenyl)-acetamidine). Solvent: CN(C)C=O (DMF). The product is ClC1=C(CC2=NC=C(N2)C2=CC=C(C=C2)S(=O)(=O)N(C=2SC=CN2)COC)C(=CC=C1)Cl (4-[2-(2,6-dichloro-benzyl)-3H-imidazol-4-yl]-N-methoxymethyl-N-thiazol-2-yl-benzenesulfonamide). Yield: 4.8%. Reaction SMILES: Br[CH2:2][C:3]([C:5]1[CH:10]=[CH:9][C:8]([S:11]([N:14]([CH2:20][O:21][CH3:22])[C:15]2[S:16][CH:17]=[CH:18][N:19]=2)(=[O:13])=[O:12])=[CH:7][CH:6]=1)=O.[Cl:23][C:24]1[CH:29]=[CH:28][CH:27]=[C:26]([Cl:30])[C:25]=1[CH2:31][C:32]([NH2:34])=[NH:33]>CN(C=O)C>[Cl:23][C:24]1[CH:29]=[CH:28][CH:27]=[C:26]([Cl:30])[C:25]=1[CH2:31][C:32]1[NH:33][C:3]([C:5]2[CH:10]=[CH:9][C:8]([S:11]([N:14]([CH2:20][O:21][CH3:22])[C:15]3[S:16][CH:17]=[CH:18][N:19]=3)(=[O:13])=[O:12])=[CH:7][CH:6]=2)=[CH:2][N:34]=1. Procedure details: A solution of 4-(2-bromo-acetyl)-N-methoxymethyl-N-thiazol-2-yl-benzenesulfonamide (0.062 mmol) and the free base of 2-(2,6-dichloro-phenyl)-acetamidine (0.062 mmol) in DMF (2 mL) was heated to 80° C. for 2 h. After cooling to room temperature, the reaction mixture was purified by reverse phase chromatography to yield 4-[2-(2,6-dichloro-benzyl)-3H-imidazol-4-yl]-N-methoxymethyl-N-thiazol-2-yl-benzenesulfonamide (0.003 mmol). Starting materials: Cl (hydrochloric acid), C(=O)(C=1NC=CN1)C=1NC=CN1 (Carbonyl diimidazole), FC1=CC=C(C=C1)CCOCCCS(=O)(=O)CC(=O)O (2-[3-[2-[4-Fluorophenyl]ethoxy]propylsulphonyl]acetic acid), Br.NCCC1=CC=C(C=2NC(SC21)=O)O (7-[2-aminoethyl]-4-hydroxy-1,3-benzothiazol-2(3H)-one hydrobromide). The solvent is CCOCC (ether), C(C)N(CC)CC (triethylamine), CN(C)C=O (DMF). Conditions: time 40 minute. Product: OC1=CC=C(C2=C1NC(S2)=O)CCNC(CS(=O)(=O)CCCOCCC2=CC=C(C=C2)F)=O (N-[2-[4-Hydroxy-2-oxo-3H-1,3-benzothiazol-7-yl]ethyl]-2-[3-[2-[4-fluorophenyl]ethoxy]propylsulphonyl]acetamide). RXN SMILES: C(C1NC=CN=1)(C1NC=CN=1)=O.[F:13][C:14]1[CH:19]=[CH:18][C:17]([CH2:20][CH2:21][O:22][CH2:23][CH2:24][CH2:25][S:26]([CH2:29][C:30]([OH:32])=O)(=[O:28])=[O:27])=[CH:16][CH:15]=1.Br.[NH2:34][CH2:35][CH2:36][C:37]1[C:45]2[S:44][C:43](=[O:46])[NH:42][C:41]=2[C:40]([OH:47])=[CH:39][CH:38]=1.Cl>CN(C=O)C.CCOCC.C(N(CC)CC)C>[OH:47][C:40]1[C:41]2[NH:42][C:43](=[O:46])[S:44][C:45]=2[C:37]([CH2:36][CH2:35][NH:34][C:30](=[O:32])[CH2:29][S:26]([CH2:25][CH2:24][CH2:23][O:22][CH2:21][CH2:20][C:17]2[CH:16]=[CH:15][C:14]([F:13])=[CH:19][CH:18]=2)(=[O:27])=[O:28])=[CH:38][CH:39]=1 |f:2.3|. Procedure: Carbonyl diimidazole (1.94 g) was added to a stirred solution of the acid from step c) (3.64 g) in DMF (15 ml). Stirring was continued for 40 min at room temperature. To this solution was added 7-[2-aminoethyl]-4-hydroxy-1,3-benzothiazol-2(3H)-one hydrobromide (3.48 g) followed by triethylamine (1.7 ml). The whole was left overnight. The reaction mixture was then added slowly to a rapidly stirred mixture of 10% aqueous hydrochloric acid and ether (100 ml each). A pale yellow solid gradually sett...